This data is from the Open Reaction Database (ORD), a public repository of structured organic reaction records. The task is: describe an organic reaction: reactants, conditions, products, and yield Starting materials: C([C@@H](O)C1=CC=CC=C1)(=O)O.C[C@@H]1CNCCC1 ((3S)-3-methyl-piperidine (S)-(+)-mandelate), C[C@@H]1CNCCC1.C([C@@H](O)C1=CC=CC=C1)(=O)[O-] ((3S)-3-methyl-piperidine (S)-(+)-mandelate), BrCCCO (3-bromo-1-propanol), C([O-])([O-])=O.[K+].[K+] (potassium carbonate). The solvent is O1CCCC1 (tetrahydrofuran). The product is C[C@@H]1CN(CCC1)CCCO (3-[(3S)-3-methylpiperidin-1-yl]propan-1-ol). As a reaction SMILES: [CH3:1][C@H:2]1[CH2:7][CH2:6][CH2:5][NH:4][CH2:3]1.C([O-])(=O)[C@H:9]([C:11]1C=CC=C[CH:12]=1)[OH:10].BrCCCO.C(=O)([O-])[O-].[K+].[K+].C(O)(=O)[C@H](C1C=CC=CC=1)O.C[C@H]1CCCNC1>O1CCCC1>[CH3:1][C@H:2]1[CH2:7][CH2:6][CH2:5][N:4]([CH2:12][CH2:11][CH2:9][OH:10])[CH2:3]1 |f:0.1,3.4.5,6.7|. Procedure details: (3S)-3-methyl-piperidine/(S)-(+)-mandelate (19.9 g, 79.1 mmol), 3-bromo-1-propanol (10 g, 71.9 mmol) and potassium carbonate (14.9 g, 108 mmol) were mixed in tetrahydrofuran (200 mL), and heated under reflux for 30 hours. The insoluble matter was filtered off, the filtrate was concentrated, and ethyl acetate and hexane were added to the residue. The insoluble matter produced was filtered off, the filtrate was concentrated and the target substance (9.6 g, 85%) was obtained as a colorless oily mat... Solvent: CN(C)C=O (DMF). Run at time 1 hour. Yields the product C(=O)(O)COC=1C=C2C=C(NC2=CC1)C(=O)NC1C(N(C2=C(C(=N1)C1=CC=CC=C1)C=CC=C2)C)=O (1,3-Dihydro-3-(5-carboxymethyloxyindole-2-carbonylamino)-1-methyl-5-phenyl-2H-1,4-benzodiazepin-2-one). The reactants are OC=1C=C2C=C(NC2=CC1)C(=O)NC1C(N(C2=C(C(=N1)C1=CC=CC=C1)C=CC=C2)C)=O (1,3-Dihydro-3-(5-hydroxyindole-2-carbonylamino)-1-methyl-5-phenyl-2H-1,4-benzodiazepin-2-one), ICC(=O)O (iodoacetic acid), [H-].[Na+] (sodium hydride), suspension. Procedure: 1,3-Dihydro-3-(5-hydroxyindole-2-carbonylamino)-1-methyl-5-phenyl-2H-1,4-benzodiazepin-2-one (0.1 g, 0.236 mmol) and iodoacetic acid (0.044 g, 0.236 mmol) were combined in dry DMF (2 ml) and treated with sodium hydride (18.8 mg of a 60% suspension in mineral oil; 0.472 mmol). The mixture was stirred at ambient temperature for 1 hour, then evaporated to dryness in vacuo. To the residue were added water, dilute sodium bisulfite solution, then saturated sodium bicarbonate. The aqueous phase was was... Reaction SMILES: [OH:1][C:2]1[CH:3]=[C:4]2[C:8](=[CH:9][CH:10]=1)[NH:7][C:6]([C:11]([NH:13][CH:14]1[N:20]=[C:19]([C:21]3[CH:26]=[CH:25][CH:24]=[CH:23][CH:22]=3)[C:18]3[CH:27]=[CH:28][CH:29]=[CH:30][C:17]=3[N:16]([CH3:31])[C:15]1=[O:32])=[O:12])=[CH:5]2.I[CH2:34][C:35]([OH:37])=[O:36].[H-].[Na+]>CN(C=O)C>[C:35]([CH2:34][O:1][C:2]1[CH:3]=[C:4]2[C:8](=[CH:9][CH:10]=1)[NH:7][C:6]([C:11]([NH:13][CH:14]1[N:20]=[C:19]([C:21]3[CH:26]=[CH:25][CH:24]=[CH:23][CH:22]=3)[C:18]3[CH:27]=[CH:28][CH:29]=[CH:30][C:17]=3[N:16]([CH3:31])[C:15]1=[O:32])=[O:12])=[CH:5]2)([OH:37])=[O:36] |f:2.3|. Reactants: C(C1=CC=CC=C1)N1C=NC=C1C(CCCC1=CC=CC=C1)O (1-benzyl-5-(1-hydroxy-4-phenylbutyl)-1H-imidazole). Reagents/catalysts: [O-2].[O-2].[Mn+4] (manganese dioxide). Solvent: ClC(=C(Cl)Cl)Cl (tetrachloroethylene). Conditions: time 4 hour. The product is C(C1=CC=CC=C1)N1C=NC=C1C(CCCC1=CC=CC=C1)=O (1-benzyl-5-(1-oxo-4-phenylbutyl)-1H-imidazole). RXN SMILES: [CH2:1]([N:8]1[C:12]([CH:13]([OH:23])[CH2:14][CH2:15][CH2:16][C:17]2[CH:22]=[CH:21][CH:20]=[CH:19][CH:18]=2)=[CH:11][N:10]=[CH:9]1)[C:2]1[CH:7]=[CH:6][CH:5]=[CH:4][CH:3]=1>ClC(Cl)=C(Cl)Cl.[O-2].[O-2].[Mn+4]>[CH2:1]([N:8]1[C:12]([C:13](=[O:23])[CH2:14][CH2:15][CH2:16][C:17]2[CH:22]=[CH:21][CH:20]=[CH:19][CH:18]=2)=[CH:11][N:10]=[CH:9]1)[C:2]1[CH:3]=[CH:4][CH:5]=[CH:6][CH:7]=1 |f:2.3.4|. Procedure: The mixture of 27,5 g of 1-benzyl-5-(1-hydroxy-4-phenylbutyl)-1H-imidazole and 34,4 g of manganese dioxide in 550 ml of tetrachloroethylene is refluxed stirring for four hours. The reaction mixture is filtered and the filtrate is evaporated to dryness. The product is crystallized from ethyl acetate as hydrochloride salt. The reactants are 1, C(C)(=O)NC=1C(=CC(=C(C(=O)OCC)C1)OCC)[N+](=O)[O-] (ethyl 5-acetylamino-2-ethoxy-4-nitrobenzoate), S(O)(O)(=O)=O (sulfuric acid), ice water. Product: NC=1C(=CC(=C(C(=O)OC)C1)OCC)[N+](=O)[O-] (Methyl 5-amino-2-ethoxy-4-nitrobenzoate). Reaction SMILES: C([NH:4][C:5]1[C:6]([N+:19]([O-:21])=[O:20])=[CH:7][C:8]([O:16][CH2:17][CH3:18])=[C:9]([CH:15]=1)[C:10]([O:12][CH2:13]C)=[O:11])(=O)C.S(=O)(=O)(O)O>>[NH2:4][C:5]1[C:6]([N+:19]([O-:21])=[O:20])=[CH:7][C:8]([O:16][CH2:17][CH3:18])=[C:9]([CH:15]=1)[C:10]([O:12][CH3:13])=[O:11]. Reported procedure: A suspension of 1 5 g of ethyl 5-acetylamino-2-ethoxy-4-nitrobenzoate in 50 ml of 5 % (v/v) sulfuric acid methanolic solution was refluxed for 4 hours After cooling, the reaction solution was poured into an ice water, the resulting crystals were collected by filtration and recrystallized from methanol to give the title compound, m.p. 156°-157° C., yield of 1.01 g. The reactants are N1CCC(C(=O)OCC)CC1 (ethyl isonipecotate), N1=CC=CC=C1 (pyridine), Cl (HCl), C1(=CC=CC=C1)S(=O)(=O)Cl (benzenesulfonyl chloride). Solvent: C(Cl)Cl (methylene chloride). Reaction conditions: time 2 hour. Yields the product C(C)OC(=O)C1CCN(CC1)S(=O)(=O)C1=CC=CC=C1 (Ethyl-N-benzenesulfonyl-piperidine-4-carboxylate). The yield is 57.2%. RXN SMILES: [NH:1]1[CH2:11][CH2:10][CH:4]([C:5]([O:7][CH2:8][CH3:9])=[O:6])[CH2:3][CH2:2]1.N1C=CC=CC=1.[C:18]1([S:24](Cl)(=[O:26])=[O:25])[CH:23]=[CH:22][CH:21]=[CH:20][CH:19]=1.Cl>C(Cl)Cl>[CH2:8]([O:7][C:5]([CH:4]1[CH2:3][CH2:2][N:1]([S:24]([C:18]2[CH:23]=[CH:22][CH:21]=[CH:20][CH:19]=2)(=[O:26])=[O:25])[CH2:11][CH2:10]1)=[O:6])[CH3:9]. Procedure: A solution of ethyl isonipecotate (15.7 g, 0.1 mol) in methylene chloride (100 mL) at 0° C. was treated with pyridine (10 mL) and then benzenesulfonyl chloride (17.6 g, 0.1 mol). The reaction was warmed to room temperature and stirred at room temperature for 2 hours. The reaction was then poured into 1 N HCl (1 L) and extracted with ethyl acetate (2×500 mL). The combined extracts were dried over anhydrous magnesium sulfate, filtered, and concentrated at reduced pressure. The solid was recrystall... Reactants: C=CCN, O=C(O)CCCl. Product: C=CCNCCC(=O)O. RXN SMILES: [CH2:1]([CH:2]=[CH2:3])[NH2:4].[Cl:5][CH2:6][CH2:7][C:8](=[O:9])[OH:10]>>[CH2:1]([CH:2]=[CH2:3])[NH:4][CH2:6][CH2:7][C:8](=[O:9])[OH:10]. Reactants: Cl.O1CCOCC1 (HCl 1,4-dioxan), ClC=1C(=C(C=CC1)NC1=NC=NC2=CC(=C(C=C12)CN(C1(CN(C1)C(=O)OC(C)(C)C)C(=O)NC)C)OC)F (tert-butyl 3-[({4-[(3-chloro-2-fluorophenyl)amino]-7-methoxyquinazolin-6-yl}methyl)(methyl)amino]-3-[(methylamino)carbonyl]azetidine-1-carboxylate). Solvent: O1CCOCC1 (1,4-dioxan). Conditions: time 8 hour. Yields the product hydrochloride salt, ClC=1C(=C(C=CC1)NC1=NC=NC2=CC(=C(C=C12)CN(C1(CNC1)C(=O)NC)C)OC)F (3-[({4-[(3-chloro-2-fluorophenyl)amino]-7-methoxyquinazolin-6-yl}methyl)(methyl)amino]-N-methylazetidine-3-carboxamide). The yield is 130.7%. RXN SMILES: Cl.O1CCOCC1.[Cl:8][C:9]1[C:10]([F:46])=[C:11]([NH:15][C:16]2[C:25]3[C:20](=[CH:21][C:22]([O:44][CH3:45])=[C:23]([CH2:26][N:27]([CH3:43])[C:28]4([C:39]([NH:41][CH3:42])=[O:40])[CH2:31][N:30](C(OC(C)(C)C)=O)[CH2:29]4)[CH:24]=3)[N:19]=[CH:18][N:17]=2)[CH:12]=[CH:13][CH:14]=1>O1CCOCC1>[Cl:8][C:9]1[C:10]([F:46])=[C:11]([NH:15][C:16]2[C:25]3[C:20](=[CH:21][C:22]([O:44][CH3:45])=[C:23]([CH2:26][N:27]([CH3:43])[C:28]4([C:39]([NH:41][CH3:42])=[O:40])[CH2:31][NH:30][CH2:29]4)[CH:24]=3)[N:19]=[CH:18][N:17]=2)[CH:12]=[CH:13][CH:14]=1 |f:0.1|. Reported procedure: A solution of HCl/1,4-dioxan (1/5) (2 ml) was added dropwise to a solution of tert-butyl 3-[({4-[(3-chloro-2-fluorophenyl)amino]-7-methoxyquinazolin-6-yl}methyl)(methyl)amino]-3-[(methylamino)carbonyl]azetidine-1-carboxylate (310 mg, 0.56 mmol) in 1,4-dioxan (6 ml). The reaction mixture was stirred overnight, then concentrated under reduced pressure. Three triturations in methanol/dichloromethane/diethyl ether afforded the isolation of a hydrochloride salt of 3-[({4-[(3-chloro-2-fluorophenyl)ami...